Task: describe an organic reaction: reactants, conditions, products, and yield. Dataset: the Open Reaction Database (ORD), a public repository of structured organic reaction records Starting materials: CCOC(C)=O, CCO, [H][H], c1ccc2ncccc2c1, CC#CC(c1ccc2c(c1)nnn2C)n1ccnc1. The product is CC=CC(c1ccc2c(c1)nnn2C)n1ccnc1. As a reaction SMILES: [CH3:30][CH2:31][O:32][C:33](=[O:34])[CH3:35].[CH3:38][CH2:39][OH:40].[H:36][H:37].[cH:20]1[cH:21][c:22]2[c:23]([n:24][cH:25][cH:26][cH:27]2)[cH:28][cH:29]1.[n:1]1([CH:6]([C:7]#[C:8][CH3:9])[c:10]2[cH:11][c:12]3[c:13]([n:14]([CH3:17])[n:15][n:16]3)[cH:18][cH:19]2)[cH:2][n:3][cH:4][cH:5]1>>[n:1]1([CH:6]([CH:7]=[CH:8][CH3:9])[c:10]2[cH:11][c:12]3[c:13]([n:14]([CH3:17])[n:15][n:16]3)[cH:18][cH:19]2)[cH:2][n:3][cH:4][cH:5]1. Reactants: CC(=O)O, CCO, Cl, O=[N+]([O-])c1cccc2c(Br)cccc12, C1COCCO1, O. Product: Nc1cccc2c(Br)cccc12. As a reaction SMILES: [C:19]([OH:20])(=[O:21])[CH3:22].[CH3:16][CH2:17][OH:18].[ClH:15].[N+:1]([O-:2])(=[O:3])[c:4]1[c:5]2[cH:6][cH:7][cH:8][c:9]([Br:14])[c:10]2[cH:11][cH:12][cH:13]1.[O:23]1[CH2:24][CH2:25][O:26][CH2:27][CH2:28]1.[OH2:29]>>[NH2:1][c:4]1[c:5]2[cH:6][cH:7][cH:8][c:9]([Br:14])[c:10]2[cH:11][cH:12][cH:13]1. The reactants are C([O-])([O-])=O.[K+].[K+] (potassium carbonate), CN(CCN)C (N1,N1-dimethylethane-1,2-diamine), BrC=1C=C2C=NN=C(C2=CC1)Cl (6-Bromo-1-chlorophthalazine). Solvent: CCOC(=O)C (EtOAc), CN(C=O)C (N,N-dimethylformamide). Run at temperature 80 celsius, time 16 hour. The product is BrC=1C=C2C=NN=C(C2=CC1)NCCN(C)C (6-bromo-N-(2-(dimethylamino)ethyl)phthalazin-1-amine). RXN SMILES: [Br:1][C:2]1[CH:3]=[C:4]2[C:9](=[CH:10][CH:11]=1)[C:8](Cl)=[N:7][N:6]=[CH:5]2.C(=O)([O-])[O-].[K+].[K+].[CH3:19][N:20]([CH3:24])[CH2:21][CH2:22][NH2:23]>CN(C)C=O.CCOC(C)=O>[Br:1][C:2]1[CH:3]=[C:4]2[C:9](=[CH:10][CH:11]=1)[C:8]([NH:23][CH2:22][CH2:21][N:20]([CH3:24])[CH3:19])=[N:7][N:6]=[CH:5]2 |f:1.2.3|. Procedure details: 6-Bromo-1-chlorophthalazine (0.22 g, 0.91 mmol) was dissolved in N,N-dimethylformamide (3 mL) and potassium carbonate (0.25 g, 1.81 mmol) and N1,N1-dimethylethane-1,2-diamine (0.20 mL, 1.81 mmol) was added. The reaction mixture was heated to 80° C. for 5 h, cooled to ambient temperature and stirred for 16 h. The reaction mixture was diluted with 20 mL of EtOAc, added to an addition funnel and partitioned with sodium bicarbonate (saturated, aqueous). The organic layer was washed 3x with 20 mL of ... The reactants are C1(CCCC1)C1=CC=CC=2CC(OC21)CO ((±)-(7-cyclopentyl-2,3-dihydro-1-benzofuran-2-yl)methanol), C1(=CC=C(C=C1)S(=O)(=O)Cl)C (p-toluenesulfonyl chloride), Intermediate 10. Run in N1=CC=CC=C1 (pyridine). Product: CC1=CC=C(C=C1)S(=O)(=O)OCC1OC2=C(C1)C=CC=C2C2CCCC2 ((±)-(7-cyclopentyl-2,3-dihydro-1-benzofuran-2-yl)methyl 4-methylbenzenesulfonate). RXN SMILES: [CH:1]1([C:6]2[C:14]3[O:13][CH:12]([CH2:15][OH:16])[CH2:11][C:10]=3[CH:9]=[CH:8][CH:7]=2)[CH2:5][CH2:4][CH2:3][CH2:2]1.[C:17]1([CH3:27])[CH:22]=[CH:21][C:20]([S:23](Cl)(=[O:25])=[O:24])=[CH:19][CH:18]=1>N1C=CC=CC=1>[CH3:27][C:17]1[CH:22]=[CH:21][C:20]([S:23]([O:16][CH2:15][CH:12]2[CH2:11][C:10]3[CH:9]=[CH:8][CH:7]=[C:6]([CH:1]4[CH2:2][CH2:3][CH2:4][CH2:5]4)[C:14]=3[O:13]2)(=[O:25])=[O:24])=[CH:19][CH:18]=1. Procedure: Treatment of (±)-(7-cyclopentyl-2,3-dihydro-1-benzofuran-2-yl)methanol (4.08 g, 18.7 mmol) with p-toluenesulfonyl chloride (3.92 g, 21.9 mmol) in anhydrous pyridine (76 mL) generally according to the procedure described for Intermediate 10 gave (±)-(7-cyclopentyl-2,3-dihydro-1-benzofuran-2-yl)methyl 4-methylbenzenesulfonate as a tan oil. Treatment of the tosylate with sodium azide (4.39 g, 67.57 mmol) generally according to the procedure described for Intermediate 98 afforded 4.1 g of (±)-2-(azi... Procedure details: 1,4-Diiodo-2,5-di-n-octyloxybenzene (4.01 g, 6.84×10−3 mol), Pd(PPh3)2Cl2 (0.248 g, 3.53×10−4 mol), PPh3 (0.179 g, 6.82×10−4 mol), CuI (0.072 g, 3.8×10−4 mol) and piperidine (40 ml) were added to a 100-ml round-bottom flask. Ar was bubbled into the reaction mixture for 5 min before trimethylsilylacetylene (3.0 ml, 2.1×10−2 mol) was added. The reaction mixture was stirred at 60° C. for 2 h under Ar. After cooling, the solvent was evaporated. CHCl3 was added to the residue, and the organic solutio... Run in N1CCCCC1 (piperidine). The product is C[Si](C)(C)C#CC1=C(C=C(C(=C1)OCCCCCCCC)C#C[Si](C)(C)C)OCCCCCCCC (1,4-Bis(trimethylsilylethynyl)-2,5-di-n-octyloxybenzene). The reagents and catalysts are Cl[Pd]([P](C1=CC=CC=C1)(C2=CC=CC=C2)C3=CC=CC=C3)([P](C4=CC=CC=C4)(C5=CC=CC=C5)C6=CC=CC=C6)Cl (Pd(PPh3)2Cl2), [Cu]I (CuI). The reactants are IC1=C(C=C(C(=C1)OCCCCCCCC)I)OCCCCCCCC (1,4-Diiodo-2,5-di-n-octyloxybenzene), C1=CC=C(C=C1)P(C2=CC=CC=C2)C3=CC=CC=C3 (PPh3), C[Si](C)(C)C#C (trimethylsilylacetylene). RXN SMILES: I[C:2]1[CH:7]=[C:6]([O:8][CH2:9][CH2:10][CH2:11][CH2:12][CH2:13][CH2:14][CH2:15][CH3:16])[C:5](I)=[CH:4][C:3]=1[O:18][CH2:19][CH2:20][CH2:21][CH2:22][CH2:23][CH2:24][CH2:25][CH3:26].C1C=CC(P([C:40]2[CH:45]=CC=CC=2)C2C=CC=CC=2)=CC=1.[CH3:46][Si:47]([C:50]#[CH:51])([CH3:49])[CH3:48]>Cl[Pd](Cl)([P](C1C=CC=CC=1)(C1C=CC=CC=1)C1C=CC=CC=1)[P](C1C=CC=CC=1)(C1C=CC=CC=1)C1C=CC=CC=1.[Cu]I.N1CCCCC1>[CH3:46][Si:47]([C:50]#[C:51][C:2]1[CH:7]=[C:6]([O:8][CH2:9][CH2:10][CH2:11][CH2:12][CH2:13][CH2:14][CH2:15][CH3:16])[C:5]([C:40]#[C:45][Si:47]([CH3:49])([CH3:48])[CH3:46])=[CH:4][C:3]=1[O:18][CH2:19][CH2:20][CH2:21][CH2:22][CH2:23][CH2:24][CH2:25][CH3:26])([CH3:49])[CH3:48] |^1:54,73|. Reaction conditions: temperature 60 celsius, time 2 hour.